This data is from the Open Reaction Database (ORD), a public repository of structured organic reaction records. The task is: describe an organic reaction: reactants, conditions, products, and yield Starting materials: [BH4-].[Na+] (sodium borohydride), [Br-].COC1=CC=C(C=C1)C(=O)C[N+]1=CC=C(C=C1)C1=NNC(SC1)=O (1-[(4-Methoxyphenyl)carbonylmethyl]-4-(3H,6H-1,3,4-thiadiazin-2-one-5-yl)pyridinium bromide), ClCCl (dichloromethane). Solvent: CO (methanol). Reaction conditions: time 8 hour. The product is OC(CN1CC=C(CC1)C1=NNC(SC1)=O)C1=CC=C(C=C1)OC (5-[1-[2-Hydroxy-2-(4-methoxyphenyl)ethyl]-1,2,5,6-tetrahydropyrid-4-yl]-3H,6H-1,3,4-thiadiazin-2-one). The yield is 67.6%. RXN SMILES: [Br-].[CH3:2][O:3][C:4]1[CH:9]=[CH:8][C:7]([C:10]([CH2:12][N+:13]2[CH:18]=[CH:17][C:16]([C:19]3[CH2:24][S:23][C:22](=[O:25])[NH:21][N:20]=3)=[CH:15][CH:14]=2)=[O:11])=[CH:6][CH:5]=1.[BH4-].[Na+].ClCCl>CO>[OH:11][CH:10]([C:7]1[CH:6]=[CH:5][C:4]([O:3][CH3:2])=[CH:9][CH:8]=1)[CH2:12][N:13]1[CH2:18][CH2:17][C:16]([C:19]2[CH2:24][S:23][C:22](=[O:25])[NH:21][N:20]=2)=[CH:15][CH2:14]1 |f:0.1,2.3|. Procedure details: 1-[(4-Methoxyphenyl)carbonylmethyl]-4-(3H,6H-1,3,4-thiadiazin-2-one-5-yl)pyridinium bromide (760 mg, 1.8 mmol) was dissolved in methanol (8 ml) and gradually added with sodium borohydride (680 mg, 18 mmol) under ice-cooling and then stirred at room temperature overnight. The solvent was removed under reduced pressure. The residue obtained was added with dichloromethane, washed with water and dried over anhydrous magnesium sulfate. The residue obtained by evaporation was purified by column chroma... Reactants: N#CC1(c2cccc(C(=O)O)c2)CC1, CCN=C=NCCCN(C)C, CN(C)c1ccncc1, Cl, Cn1c(NC(=O)C2CC2)nc2ccc(Oc3cccc(N)c3)cc21, c1ccncc1. Product: Cn1c(NC(=O)C2CC2)nc2ccc(Oc3cccc(NC(=O)c4cccc(C5(C#N)CC5)c4)c3)cc21. As a reaction SMILES: [C:25](#[N:26])[C:27]1([c:30]2[cH:31][c:32]([C:33](=[O:34])[OH:35])[cH:36][cH:37][cH:38]2)[CH2:28][CH2:29]1.[CH2:40]([N:41]=[C:42]=[N:43][CH2:44][CH2:45][CH2:46][N:47]([CH3:48])[CH3:49])[CH3:50].[CH3:51][N:52]([CH3:53])[c:54]1[cH:55][cH:56][n:57][cH:58][cH:59]1.[ClH:39].[NH2:1][c:2]1[cH:3][c:4]([O:5][c:6]2[cH:7][cH:8][c:9]3[c:10]([n:11]([CH3:20])[c:12]([NH:14][C:15](=[O:16])[CH:17]4[CH2:18][CH2:19]4)[n:13]3)[cH:21]2)[cH:22][cH:23][cH:24]1.[cH:60]1[cH:61][cH:62][n:63][cH:64][cH:65]1>>[NH:1]([c:2]1[cH:3][c:4]([O:5][c:6]2[cH:7][cH:8][c:9]3[c:10]([n:11]([CH3:20])[c:12]([NH:14][C:15](=[O:16])[CH:17]4[CH2:18][CH2:19]4)[n:13]3)[cH:21]2)[cH:22][cH:23][cH:24]1)[C:33]([c:32]1[cH:31][c:30]([C:27]2([C:25]#[N:26])[CH2:28][CH2:29]2)[cH:38][cH:37][cH:36]1)=[O:34]. Reactants: O=C([O-])O, [Li]CCCC, CCCCCC, CC(C)=O, CNc1cc(OC)c(C(=O)O)cc1Cl, [K+], OC1CN2CCC1CC2, C1CCOC1, c1c[n-]cn1. The product is CNc1cc(OC)c(C(=O)OC2CN3CCC2CC3)cc1Cl. RXN SMILES: [C:34](=[O:35])([O-:36])[OH:37].[CH2:1]([Li:2])[CH2:3][CH2:4][CH3:5].[CH3:39][CH2:40][CH2:41][CH2:42][CH2:43][CH3:44].[CH3:50][C:51](=[O:52])[CH3:53].[Cl:20][c:21]1[c:22]([NH:32][CH3:33])[cH:23][c:24]([O:30][CH3:31])[c:25]([C:26](=[O:27])[OH:28])[cH:29]1.[K+:38].[N:6]12[CH2:7][CH:8]([OH:14])[CH:9]([CH2:10][CH2:11]1)[CH2:12][CH2:13]2.[O:45]1[CH2:46][CH2:47][CH2:48][CH2:49]1.[n-:15]1[cH:16][cH:17][n:18][cH:19]1>>[N:6]12[CH2:7][CH:8]([O:14][C:26]([c:25]3[c:24]([O:30][CH3:31])[cH:23][c:22]([NH:32][CH3:33])[c:21]([Cl:20])[cH:29]3)=[O:27])[CH:9]([CH2:10][CH2:11]1)[CH2:12][CH2:13]2. Starting materials: [OH-].[K+] (potassium hydroxide), 33, isopropylidene, C(C)(C)=C([C@@H]1[C@H]([C@H]([C@@H](O1)N1C=NC=2C(N)=NC=NC12)O)O)O (Isopropylidene adenosine), [Mn](=O)(=O)(=O)[O-].[K+] (potassium permanganate), 2',3'-isopropylidene adenosine-5'-carboxylic acid. Run in O (water), O (water). Conditions: time 8 hour. Yields the product [C@@H]1([C@H](O)[C@H](O)[C@@H](C(O)C(=O)OCC)O1)N1C=NC=2C(N)=NC=NC12 (Adenosine-5'-Carboxylic Acid, Ethyl Ester). As a reaction SMILES: C(=[C:4]([OH:22])[C@H:5]1[O:9][C@@H:8]([N:10]2[C:19]3[N:18]=[CH:17][N:16]=[C:14]([NH2:15])[C:13]=3[N:12]=[CH:11]2)[C@H:7]([OH:20])[C@@H:6]1[OH:21])(C)C.[OH-:23].[K+].[Mn]([O-])(=O)(=O)=O.[K+]>O>[C@@H:8]1([N:10]2[C:19]3[N:18]=[CH:17][N:16]=[C:14]([NH2:15])[C:13]=3[N:12]=[CH:11]2)[O:9][C@H:5]([CH:4]([C:5]([O:9][CH2:8][CH3:7])=[O:23])[OH:22])[C@@H:6]([OH:21])[C@H:7]1[OH:20] |f:1.2,3.4|. Reported procedure: 11.7 g. of Isopropylidene adenosine were dissolved in 3.5 liters of water and the pH was adjusted to 12.2 by the addition of 5.85 g. of potassium hydroxide. 23.7 g. of potassium permanganate in 825 ml. of water were added dropwise with stirring over a period of 33/4 hours. The solution was then allowed to sit at room temperature overnight. The excess permanganate was destroyed by the dropwise addition of 30% hydrogen peroxide and the reaction mixture was filtered through a layer of NH3 -washed c... Conditions: time 60 minute. Isolated yield 42.0%. RXN SMILES: C[Si]([N-][Si](C)(C)C)(C)C.[Li+].CCCCCC.[S:17]1[C:26]2[C:21](=[CH:22][CH:23]=[CH:24][CH:25]=2)[C:20](=[O:27])[CH2:19][CH2:18]1.C([C:30]([O:32][CH3:33])=[O:31])#N.[Cl-].[NH4+]>O1CCCC1>[O:27]=[C:20]1[C:21]2[C:26](=[CH:25][CH:24]=[CH:23][CH:22]=2)[S:17][CH2:18][CH:19]1[C:30]([O:32][CH3:33])=[O:31] |f:0.1,5.6|. Run in O1CCCC1 (tetrahydrofuran). Procedure: Dry tetrahydrofuran (60 ml) was cooled under nitrogen atmosphere to −50 to −60° C. 1M Lithium bis(trimethylsily)amide solution in hexane (56 ml, 56 mmol) was added. The temperature was kept at −50 to −60° C. and thiochroman-4-one was added dropwise over 20 min. Stirring was continued at low temperature for 60 min. Methyl cyanoformate (4.84 ml, 60.9 mmol) was added dropwise over 5 min to the reaction mixture. The obtained suspension was stirred at −50 to −60° C. for 80 min and then allowed to war... Product: O=C1C(CSC2=CC=CC=C12)C(=O)OC (Methyl 4-oxothiochromane-3-carboxylate), solid. Reactants: S1CCC(C2=CC=CC=C12)=O (thiochroman-4-one), C[Si](C)(C)[N-][Si](C)(C)C.[Li+] (Lithium bis(trimethylsily)amide), CCCCCC (hexane), C(#N)C(=O)OC (Methyl cyanoformate), [Cl-].[NH4+] (ammonium chloride).